From a dataset of the Open Reaction Database (ORD), a public repository of structured organic reaction records. describe an organic reaction: reactants, conditions, products, and yield The reactants are OC1=C(C=C(C=C1)[C@@H]1OC2=C([C@H]1C)C=C(C=C2OC)\C=C\C)OC (trans-2,3-dihydro-2-(4-hydroxy-3-methoxyphenyl)-7-methoxy-3-methyl-5-(E)-propenylbenzofurane), C(C=C)N1COCC1 (3-allyl-1,3-oxazolidine). Run in alcohol. Yields the product COC1=CC(=CC=2[C@H]([C@@H](OC21)C=2C=C(C(=C(C2)CN(CC=C)CCO)O)OC)C)\C=C\C (N-(5-(trans-2,3-dihydro-7-methoxy-3-methyl-5-(E)-propenyl-benzofuran-2-yl)-2-hydroxy-3-methoxyphenyl-methyl)-N-(2-hydroxyethyl)-N-allylamine). Isolated yield 53.5%. RXN SMILES: [OH:1][C:2]1[CH:7]=[CH:6][C:5]([C@H:8]2[C@H:12]([CH3:13])[C:11]3[CH:14]=[C:15](/[CH:20]=[CH:21]/[CH3:22])[CH:16]=[C:17]([O:18][CH3:19])[C:10]=3[O:9]2)=[CH:4][C:3]=1[O:23][CH3:24].[CH2:25]([N:28]1[CH2:32][CH2:31][O:30][CH2:29]1)[CH:26]=[CH2:27]>>[CH3:19][O:18][C:17]1[C:10]2[O:9][C@@H:8]([C:5]3[CH:4]=[C:3]([O:23][CH3:24])[C:2]([OH:1])=[C:7]([CH2:29][N:28]([CH2:32][CH2:31][OH:30])[CH2:25][CH:26]=[CH2:27])[CH:6]=3)[C@H:12]([CH3:13])[C:11]=2[CH:14]=[C:15](/[CH:20]=[CH:21]/[CH3:22])[CH:16]=1. Procedure details: 20.0 g of trans-2,3-dihydro-2-(4-hydroxy-3-methoxyphenyl)-7-methoxy-3-methyl-5-(E)-propenylbenzofurane and 13.6 g of 3-allyl-1,3-oxazolidine are held in 240 ml of absolute alcohol for 48 hours at 70° C. and subsequently the solvent and excess 3-allyl-1,3-oxazolidine are removed in vacuum. After purification by means of a chromatographic column there is obtained 14.4 g of N-(5-(trans-2,3-dihydro-7-methoxy-3-methyl-5-(E)-propenyl-benzofuran-2-yl)-2-hydroxy-3-methoxyphenyl-methyl)-N-(2-hydroxyethyl... RXN SMILES: [F:1][C:2]([c:3]1[cH:4][c:5]([CH2:6][O:7][c:8]2[cH:9][c:10]3[cH:11][c:12]4[n:13]([c:14]3[cH:15][cH:16]2)[CH2:17][CH2:18][CH2:19][CH:20]4[CH2:21][C:22](=[O:23])[O:24][CH2:25][CH3:26])[cH:27][c:28]([C:30]([F:31])([F:32])[F:33])[cH:29]1)([F:34])[F:35].[Li+:37].[O:51]1[CH2:52][CH2:53][O:54][CH2:55][CH2:56]1.[OH-:36].[OH2:57].[OH:38][C:39]([CH2:40][C:41]([C:42](=[O:43])[OH:44])([CH2:45][C:46](=[O:47])[OH:48])[OH:49])=[O:50]>>[F:1][C:2]([c:3]1[cH:4][c:5]([CH2:6][O:7][c:8]2[cH:9][c:10]3[cH:11][c:12]4[n:13]([c:14]3[cH:15][cH:16]2)[CH2:17][CH2:18][CH2:19][CH:20]4[CH2:21][C:22](=[O:23])[OH:24])[cH:27][c:28]([C:30]([F:31])([F:32])[F:33])[cH:29]1)([F:34])[F:35]. Product: O=C(O)CC1CCCn2c1cc1cc(OCc3cc(C(F)(F)F)cc(C(F)(F)F)c3)ccc12. Starting materials: CCOC(=O)CC1CCCn2c1cc1cc(OCc3cc(C(F)(F)F)cc(C(F)(F)F)c3)ccc12, [Li+], C1COCCO1, [OH-], O, O=C(O)CC(O)(CC(=O)O)C(=O)O. Starting materials: O=C(OO)c1cccc(Cl)c1, ClCCl, O=C(Nc1cc2ccccc2cn1)c1ccccc1NCc1ccncc1. Product: O=C(c1ccccc1NCc1ccncc1)[NH+]([O-])c1cc2ccccc2cn1. Reaction SMILES: [Cl:28][c:29]1[cH:30][cH:31][cH:32][c:33]([C:34]([O:35][OH:37])=[O:36])[cH:38]1.[Cl:39][CH2:40][Cl:41].[cH:1]1[n:2][c:3]([NH:11][C:12]([c:13]2[c:14]([NH:19][CH2:20][c:21]3[cH:22][cH:23][n:24][cH:25][cH:26]3)[cH:15][cH:16][cH:17][cH:18]2)=[O:27])[cH:4][c:5]2[cH:6][cH:7][cH:8][cH:9][c:10]12>>[cH:1]1[n:2][c:3]([NH+:11]([C:12]([c:13]2[c:14]([NH:19][CH2:20][c:21]3[cH:22][cH:23][n:24][cH:25][cH:26]3)[cH:15][cH:16][cH:17][cH:18]2)=[O:27])[O-:36])[cH:4][c:5]2[cH:6][cH:7][cH:8][cH:9][c:10]12.